From a dataset of the Open Reaction Database (ORD), a public repository of structured organic reaction records. describe an organic reaction: reactants, conditions, products, and yield The reactants are BrC1=C(C=C(C=C1)C1OC1)Cl ((RS)-2-(4-bromo-3-chloro-phenyl)-oxirane), NCCO (2-aminoethanol), CCOC(=O)C.C1CCOC1 (EtOAc THF). Procedure details: To a stirred solution of (RS)-2-(4-bromo-3-chloro-phenyl)-oxirane (15.2 g) in THF (40 ml) was added 2-aminoethanol (35.1 ml) and the mixture was stirred at room temperature for 7 hours. The reaction mixture was then poured into EtOAc/THF (1:1) and washed with saturated brine. The organic layer was separated and was then dried over Na2SO4 and concentrated in vacuo to afford (RS)-1-(4-bromo-3-chlorophenyl)-2-(2-hydroxyethylamino)ethanol (19.0 g) as a yellow oil which was used in the next step with... Product: BrC1=C(C=C(C=C1)C(CNCCO)O)Cl ((RS)-1-(4-bromo-3-chlorophenyl)-2-(2-hydroxyethylamino)ethanol). The solvent is C1CCOC1 (THF). Conditions: time 7 hour. As a reaction SMILES: [Br:1][C:2]1[CH:7]=[CH:6][C:5]([CH:8]2[CH2:10][O:9]2)=[CH:4][C:3]=1[Cl:11].[NH2:12][CH2:13][CH2:14][OH:15].CCOC(C)=O.C1COCC1>C1COCC1>[Br:1][C:2]1[CH:7]=[CH:6][C:5]([CH:8]([OH:9])[CH2:10][NH:12][CH2:13][CH2:14][OH:15])=[CH:4][C:3]=1[Cl:11] |f:2.3|. The reactants are CC1=C(C(=CC=C1)C)NC(=S)NC(N(CC)CC)=O (1-(2,6-dimethylphenyl)-3-(N,N-diethylcarbamyl) thiourea), IC (iodomethane). As a reaction SMILES: [CH3:1][C:2]1[CH:7]=[CH:6][CH:5]=[C:4]([CH3:8])[C:3]=1[NH:9][C:10]([NH:12][C:13](=[O:19])[N:14]([CH2:17][CH3:18])[CH2:15][CH3:16])=[S:11].[I:20][CH3:21]>CO>[I-:20].[CH3:1][C:2]1[CH:7]=[CH:6][CH:5]=[C:4]([CH3:8])[C:3]=1[NH+:9]=[C:10]([NH:12][C:13](=[O:19])[N:14]([CH2:15][CH3:16])[CH2:17][CH3:18])[S:11][CH3:21] |f:3.4|. Yields the product [I-].CC1=C(C(=CC=C1)C)[NH+]=C(SC)NC(N(CC)CC)=O (1-(2,6-dimethylphenyl)-3-(N,N-diethylcarbamyl)-2-methylthiouronium iodide). Procedure details: (0.1 mole) of 1-(2,6-dimethylphenyl)-3-(N,N-diethylcarbamyl) thiourea is combined with 200 ml. of methanol and 14.1 g. (0.1 mole) of iodomethane and refluxed for 4 hours. This is then evaporated to dryness and 100 ml. of hexane is added. The mixture is filtered to obtain 1-(2,6-dimethylphenyl)-3-(N,N-diethylcarbamyl)-2-methylthiouronium iodide. Solvent: CO (methanol). The reactants are ClC1=CC=C(C=C1)C=1C=C(C=NC1OCC1CC1)N (5-(4-chloro-phenyl)-6-cyclopropylmethoxy-pyridin-3-ylamine), C(C1=CC=CC=C1)(=O)O (benzoic acid). Product: ClC1=CC=C(C=C1)C=1C=C(C=NC1OCC1CC1)NC(C1=CC=CC=C1)=O (N-[5-(4-chloro-phenyl)-6-cyclopropylmethoxy-pyridin-3-yl]-benzamide). RXN SMILES: [Cl:1][C:2]1[CH:7]=[CH:6][C:5]([C:8]2[CH:9]=[C:10]([NH2:19])[CH:11]=[N:12][C:13]=2[O:14][CH2:15][CH:16]2[CH2:18][CH2:17]2)=[CH:4][CH:3]=1.[C:20](O)(=[O:27])[C:21]1[CH:26]=[CH:25][CH:24]=[CH:23][CH:22]=1>>[Cl:1][C:2]1[CH:7]=[CH:6][C:5]([C:8]2[CH:9]=[C:10]([NH:19][C:20](=[O:27])[C:21]3[CH:26]=[CH:25][CH:24]=[CH:23][CH:22]=3)[CH:11]=[N:12][C:13]=2[O:14][CH2:15][CH:16]2[CH2:18][CH2:17]2)=[CH:4][CH:3]=1. Procedure details: The title compound was synthesized in analogy to Example 1, using 5-(4-chloro-phenyl)-6-cyclopropylmethoxy-pyridin-3-ylamine and benzoic acid as starting materials, MS (LC/MS): 379.2 (M+H). Reactants: COC(=O)CC1CN(Cc2ccccc2)CCN1c1cc(Cl)ccc1[N+](=O)[O-], CC(=O)O, [Fe]. The product is O=C1CC2CN(Cc3ccccc3)CCN2c2cc(Cl)ccc2N1. Reaction SMILES: [CH2:1]([c:2]1[cH:3][cH:4][cH:5][cH:6][cH:7]1)[N:8]1[CH2:9][CH:10]([CH2:24][C:25](=[O:26])[O:27][CH3:28])[N:11]([c:14]2[c:15]([N+:21]([O-:22])=[O:23])[cH:16][cH:17][c:18]([Cl:20])[cH:19]2)[CH2:12][CH2:13]1.[CH3:30][C:31](=[O:32])[OH:33].[Fe:29]>>[CH2:1]([c:2]1[cH:3][cH:4][cH:5][cH:6][cH:7]1)[N:8]1[CH2:9][CH:10]2[N:11]([CH2:12][CH2:13]1)[c:14]1[c:15]([cH:16][cH:17][c:18]([Cl:20])[cH:19]1)[NH:21][C:25](=[O:26])[CH2:24]2. Reactants: C(C1=CC=CC=C1)Br (benzyl bromide), FC(C1=CC=C(CBr)C=C1)(F)F (4-(trifluoromethyl)benzyl bromide), CC=1N=C(SC1C(=O)OCC)N1C(NCC1)=O (ethyl 4-methyl-2-(2-oxoimidazolidin-1-yl)thiazole-5-carboxylate). Product: CC=1N=C(SC1C(=O)OCC)N1C(N(CC1)CC1=CC=C(C=C1)C(F)(F)F)=O (ethyl 4-methyl-2-(2-oxo-3-(4-(trifluoromethyl)benzyl)imidazolidin-1-yl)thiazole-5-carboxylate). Yield: 92.0%. RXN SMILES: C(Br)C1C=CC=CC=1.[F:9][C:10]([F:20])([F:19])[C:11]1[CH:18]=[CH:17][C:14]([CH2:15]Br)=[CH:13][CH:12]=1.[CH3:21][C:22]1[N:23]=[C:24]([N:32]2[CH2:36][CH2:35][NH:34][C:33]2=[O:37])[S:25][C:26]=1[C:27]([O:29][CH2:30][CH3:31])=[O:28]>>[CH3:21][C:22]1[N:23]=[C:24]([N:32]2[CH2:36][CH2:35][N:34]([CH2:15][C:14]3[CH:17]=[CH:18][C:11]([C:10]([F:20])([F:19])[F:9])=[CH:12][CH:13]=3)[C:33]2=[O:37])[S:25][C:26]=1[C:27]([O:29][CH2:30][CH3:31])=[O:28]. Reported procedure: Following the procedure as described in Example 5, making variations to replace benzyl bromide with 4-(trifluoromethyl)benzyl bromide to react with ethyl 4-methyl-2-(2-oxoimidazolidin-1-yl)thiazole-5-carboxylate, the title compound was obtained in 92% yield: mp 126-127° C.; 1H NMR (300 MHz, DMSO-d6) δ 7.70 (d, J=8.1 Hz, 2H), 7.51 (d, J=8.1 Hz, 2H), 4.51 (s, 2H), 4.17 (q, J=6.9 Hz, 2H), 4.00 (t, J=8.1 Hz, 2H), 3.47 (t, J=8.1 Hz, 2H), 2.49 (s, 3H), 1.23 (t, J=6.9 Hz, 3H); MS (ES+) m/z 414.1 (M+1). Reaction SMILES: [CH:1]([C:4]1[N:8]([C:9]2[CH:14]=[CH:13][CH:12]=[C:11]([C:15]([F:18])([F:17])[F:16])[CH:10]=2)[N:7]=[C:6]([CH3:19])[C:5]=1[C:20](O)=[O:21])([CH3:3])[CH3:2].[N:23]1([CH:28]2[CH2:33][CH2:32][NH:31][CH2:30][CH2:29]2)[CH2:27][CH2:26][CH2:25][CH2:24]1>>[CH:1]([C:4]1[N:8]([C:9]2[CH:14]=[CH:13][CH:12]=[C:11]([C:15]([F:16])([F:18])[F:17])[CH:10]=2)[N:7]=[C:6]([CH3:19])[C:5]=1[C:20]([N:31]1[CH2:32][CH2:33][CH:28]([N:23]2[CH2:27][CH2:26][CH2:25][CH2:24]2)[CH2:29][CH2:30]1)=[O:21])([CH3:3])[CH3:2]. Procedure details: In analogy to the procedure described in Example 18], 5-isopropyl-3-methyl-1-(3-trifluoromethyl-phenyl)-1H-pyrazole-4-carboxylic acid and 4-pyrrolidine-1-yl-piperidine gave the title compound in 64% yield as light yellow oil. MS: 449.3 (MH+). Yields the product C(C)(C)C1=C(C(=NN1C1=CC(=CC=C1)C(F)(F)F)C)C(=O)N1CCC(CC1)N1CCCC1 (5-Isopropyl-3-methyl-1-(3-trifluoromethyl-phenyl)-1H-pyrazol-4-yl-(4-pyrrolidin-1-yl-piperidin-1-yl)-methanone). Reactants: C(C)(C)C1=C(C(=NN1C1=CC(=CC=C1)C(F)(F)F)C)C(=O)O (5-isopropyl-3-methyl-1-(3-trifluoromethyl-phenyl)-1H-pyrazole-4-carboxylic acid), N1(CCCC1)C1CCNCC1 (4-pyrrolidine-1-yl-piperidine). The yield is 64.0%. The reactants are SCCC(C)O (4-mercapto-2-butanol), C(C)NCC (diethyl amine), CC(=O)C (acetone), C1(=CC=C(C=C1)S(=O)(=O)O)C (p-toluene sulfonic acid). The solvent is ClCCl (dichloromethane), ClCCl (dichloromethane). Product: CC1(OC(CCS1)C)C (2,2,6-Trimethyl-1,3-Oxathiane). Reaction SMILES: [SH:1][CH2:2][CH2:3][CH:4]([OH:6])[CH3:5].[CH3:7][C:8]([CH3:10])=O.C1(C)C=CC(S(O)(=O)=O)=CC=1.C(NCC)C>ClCCl>[CH3:7][C:8]1([CH3:10])[S:1][CH2:2][CH2:3][CH:4]([CH3:5])[O:6]1. Procedure details: 75 ml of dichloromethane is placed into a 100 ml round-bottom flask. To the dichloromethane is added 5.3 grams (0.05 moles) of 4-mercapto-2-butanol. 3.2 grams (0.055 moles) of acetone is then added followed by 0.1 grams of p-toluene sulfonic acid. Boiling chips are added to the flask. A Dean-Starke distilling receiver is placed on the flask, and a reflux condenser is placed on the receiver. The flask is then heated slowly until reflux occurs, and then the temperature is increased for a more vigo... The reactants are intermediate 7, CSC1=NC=CC(=N1)C=O (2-Methylsulfanyl-pyrimidine-4-carbaldehyde), [Cl-].COC[P+](C1=CC=CC=C1)(C1=CC=CC=C1)C1=CC=CC=C1 ((methoxymethyl)triphenylphosphonium chloride). The product is COC=CC1=NC(=NC=C1)SC (4-(2-methoxy-vinyl)-2-methylsulfanyl-pyrimidine). Reaction SMILES: [CH3:1][S:2][C:3]1[N:8]=[C:7]([CH:9]=O)[CH:6]=[CH:5][N:4]=1.[Cl-].[CH3:12][O:13][CH2:14][P+](C1C=CC=CC=1)(C1C=CC=CC=1)C1C=CC=CC=1>>[CH3:12][O:13][CH:14]=[CH:9][C:7]1[CH:6]=[CH:5][N:4]=[C:3]([S:2][CH3:1])[N:8]=1 |f:1.2|. Procedure details: Alternatively, intermediate 7 used in the synthesis of compounds of formula Ia can be prepared according to Schemes 2-4 below. 2-Methylsulfanyl-pyrimidine-4-carbaldehyde (8) can be condensed with (methoxymethyl)triphenylphosphonium chloride (Wittig reaction) to give 4-(2-methoxy-vinyl)-2-methylsulfanyl-pyrimidine (9). Oxidation of (9) with N-bromosuccinimide in methanol provides 4-(1-bromo-2,2-dimethoxy-ethyl)-2-methylsulfanyl-pyrimidine (10). Condensation of (10) with 2-amino-3-chloropyrazine (... Reactants: C(C)(C)(C)OC(=O)N1C[C@H](CC1)N(C1=CC(=C(C=C1)F)Cl)C1=NC(=CC=C1)Br (3(S)-[(6-bromopyridin-2-yl)-(3-chloro-4-fluorophenyl)amino]pyrrolidine-1-carboxylic acid tert-butyl ester), CN(C=O)C (dimethylformamide), C(C)(=O)OCC (ethyl acetate), O (water). Yields the product C(C)(C)(C)OC(=O)N1C[C@H](CC1)N(C1=NC(=CC=C1)C#N)C1=CC(=C(C=C1)F)Cl (3(S)-[(3-chloro-4-fluorophenyl)-(6-cyanopyridin-2-yl)amino]pyrrolidine-1-carboxylic acid tert-butyl ester). The reagents and catalysts are [C-]#N.[Zn+2].[C-]#N (zinc cyanide), C=1C=CC(=CC1)[P](C=2C=CC=CC2)(C=3C=CC=CC3)[Pd]([P](C=4C=CC=CC4)(C=5C=CC=CC5)C=6C=CC=CC6)([P](C=7C=CC=CC7)(C=8C=CC=CC8)C=9C=CC=CC9)[P](C=1C=CC=CC1)(C=1C=CC=CC1)C=1C=CC=CC1 (tetrakis(triphenylphosphine)palladium). Run at temperature 110 celsius, time 9 hour. Reported procedure: 3(S)-[(6-bromopyridin-2-yl)-(3-chloro-4-fluorophenyl)amino]pyrrolidine-1-carboxylic acid tert-butyl ester (500 mg, 1.06 mmol), zinc cyanide (250 mg, 2.12 mmol) and tetrakis(triphenylphosphine)palladium (122 mg, 0.106 mmol) were suspended in 8 ml of dimethylformamide (DMF), followed by stirring under a nitrogen atmosphere at 110° C. for 9 hours. After cooling to room temperature, ethyl acetate and water were added to the reaction solution to separate the solution into layers. The organic layer wa... As a reaction SMILES: [C:1]([O:5][C:6]([N:8]1[CH2:12][CH2:11][C@H:10]([N:13]([C:22]2[CH:27]=[CH:26][CH:25]=[C:24](Br)[N:23]=2)[C:14]2[CH:19]=[CH:18][C:17]([F:20])=[C:16]([Cl:21])[CH:15]=2)[CH2:9]1)=[O:7])([CH3:4])([CH3:3])[CH3:2].C(OCC)(=O)C.O.[CH3:36][N:37](C)C=O>[C-]#N.[Zn+2].[C-]#N.C1C=CC([P]([Pd]([P](C2C=CC=CC=2)(C2C=CC=CC=2)C2C=CC=CC=2)([P](C2C=CC=CC=2)(C2C=CC=CC=2)C2C=CC=CC=2)[P](C2C=CC=CC=2)(C2C=CC=CC=2)C2C=CC=CC=2)(C2C=CC=CC=2)C2C=CC=CC=2)=CC=1>[C:1]([O:5][C:6]([N:8]1[CH2:12][CH2:11][C@H:10]([N:13]([C:14]2[CH:19]=[CH:18][C:17]([F:20])=[C:16]([Cl:21])[CH:15]=2)[C:22]2[CH:27]=[CH:26][CH:25]=[C:24]([C:36]#[N:37])[N:23]=2)[CH2:9]1)=[O:7])([CH3:4])([CH3:3])[CH3:2] |f:4.5.6,^1:49,51,70,89|. The reactants are C(C)OC(C(CC1=CC=C(C=C1)C#CCCCBr)OC)=O (3-[4-(5-Bromo-pent-1-ynyl)-phenyl]-2-methoxy-propionic acid ethyl ester), C1=CC=C(C=C1)NC2=CC(=CC=C2)O (3-hydroxydiphenylamine). The product is CO[C@H](C(=O)O)CC1=CC=C(C=C1)C#CCCCOC1=CC(=CC=C1)NC1=CC=CC=C1 ((2S)-2-Methoxy-3-{4-[5-(3-phenylamino-phenoxy)-pent-1-ynyl]-phenyl}-propionic acid). Reaction SMILES: C([O:3][C:4](=[O:21])[CH:5]([O:19][CH3:20])[CH2:6][C:7]1[CH:12]=[CH:11][C:10]([C:13]#[C:14][CH2:15][CH2:16][CH2:17]Br)=[CH:9][CH:8]=1)C.[CH:22]1[CH:27]=[CH:26][C:25]([NH:28][C:29]2[CH:34]=[CH:33][CH:32]=[C:31]([OH:35])[CH:30]=2)=[CH:24][CH:23]=1>>[CH3:20][O:19][C@@H:5]([CH2:6][C:7]1[CH:8]=[CH:9][C:10]([C:13]#[C:14][CH2:15][CH2:16][CH2:17][O:35][C:31]2[CH:32]=[CH:33][CH:34]=[C:29]([NH:28][C:25]3[CH:24]=[CH:23][CH:22]=[CH:27][CH:26]=3)[CH:30]=2)=[CH:11][CH:12]=1)[C:4]([OH:3])=[O:21]. Procedure: The title compound was prepared from 3-[4-(5-Bromo-pent-1-ynyl)-phenyl]-2-methoxy-propionic acid ethyl ester from Example 24 Step A and 3-hydroxydiphenylamine in a manner analogous to that described for Example 24, Step B. MS(ES) for C27H27NO4[M+H]+:430.2.